From a dataset of the Open Reaction Database (ORD), a public repository of structured organic reaction records. describe an organic reaction: reactants, conditions, products, and yield Run in CC(=O)C (acetone). Procedure details: A mixture of 9 g (0.04 mole) of n-propyl 3-(4-hydroxyphenyl)propionate, 10 g (0.08 mole) of K2CO3 and 12 mL (0.15 mole) of epichlorohydrin in 150 mL of acetone was stirred and heated to reflux for 20 hours. The reaction medium was then filtered and evaporated under reduced pressure. The resulting oil was taken up in 100 mL toluene and washed consecutively with 50 mL water 2×50 mL of 1N NaOH and 2×50 mL of water. The toluene phase was then dried over MgSO4 and evaporated under reduced pressure to... Product: O1C(COC2=CC=C(C=C2)CCC(=O)OCCC)C1 (n-Propyl 3-[4-(2,3-Epoxypropoxy)phenyl]propionate). Yield: 28.4%. As a reaction SMILES: [OH:1][C:2]1[CH:7]=[CH:6][C:5]([CH2:8][CH2:9][C:10]([O:12][CH2:13][CH2:14][CH3:15])=[O:11])=[CH:4][CH:3]=1.C([O-])([O-])=O.[K+].[K+].[CH2:22]([CH:24]1[O:26][CH2:25]1)Cl>CC(C)=O>[O:26]1[CH2:25][CH:24]1[CH2:22][O:1][C:2]1[CH:3]=[CH:4][C:5]([CH2:8][CH2:9][C:10]([O:12][CH2:13][CH2:14][CH3:15])=[O:11])=[CH:6][CH:7]=1 |f:1.2.3|. Starting materials: OC1=CC=C(C=C1)CCC(=O)OCCC (n-propyl 3-(4-hydroxyphenyl)propionate), C(=O)([O-])[O-].[K+].[K+] (K2CO3), C(Cl)C1CO1 (epichlorohydrin). The reactants are CC(C)(C)OC(=O)NC(Cc1c[nH]c2ccccc12)C(=O)O, NC1Cc2cccc(N3CCCC3=O)c2N(Cc2ccsc2)C1=O. The product is CC(C)(C)OC(=O)NC(Cc1c[nH]c2ccccc12)C(=O)NC1Cc2cccc(N3CCCC3=O)c2N(Cc2ccsc2)C1=O. RXN SMILES: [C:25]([CH3:26])([CH3:27])([CH3:28])[O:29][C:30](=[O:31])[NH:32][CH:33]([CH2:34][c:35]1[cH:36][nH:37][c:38]2[cH:39][cH:40][cH:41][cH:42][c:43]12)[C:44](=[O:45])[OH:46].[NH2:1][CH:2]1[C:3](=[O:24])[N:4]([CH2:18][c:19]2[cH:20][s:21][cH:22][cH:23]2)[c:5]2[c:6]([N:12]3[C:13](=[O:17])[CH2:14][CH2:15][CH2:16]3)[cH:7][cH:8][cH:9][c:10]2[CH2:11]1>>[NH:1]([CH:2]1[C:3](=[O:24])[N:4]([CH2:18][c:19]2[cH:20][s:21][cH:22][cH:23]2)[c:5]2[c:6]([N:12]3[C:13](=[O:17])[CH2:14][CH2:15][CH2:16]3)[cH:7][cH:8][cH:9][c:10]2[CH2:11]1)[C:44]([CH:33]([NH:32][C:30]([O:29][C:25]([CH3:26])([CH3:27])[CH3:28])=[O:31])[CH2:34][c:35]1[cH:36][nH:37][c:38]2[cH:39][cH:40][cH:41][cH:42][c:43]12)=[O:45]. Reactants: C(C1=CC=CC=C1)OC1=CC=C2C(=CC(=NC2=C1)C)N1CCCC1 (7-benzyloxy-2-methyl-4-pyrrolidin-1-yl-quinoline), product. The reagents and catalysts are [Pd] (palladium on charcoal). Run in CO (MeOH). Run at time 1.5 hour. The product is CC1=NC2=CC(=CC=C2C(=C1)N1CCCC1)O (2-methyl-4-pyrrolidin-1-yl-quinolin-7-ol). Yield: 95.5%. As a reaction SMILES: C([O:8][C:9]1[CH:18]=[C:17]2[C:12]([C:13]([N:20]3[CH2:24][CH2:23][CH2:22][CH2:21]3)=[CH:14][C:15]([CH3:19])=[N:16]2)=[CH:11][CH:10]=1)C1C=CC=CC=1>CO.[Pd]>[CH3:19][C:15]1[CH:14]=[C:13]([N:20]2[CH2:24][CH2:23][CH2:22][CH2:21]2)[C:12]2[C:17](=[CH:18][C:9]([OH:8])=[CH:10][CH:11]=2)[N:16]=1. Procedure: A solution of 13 g of 7-benzyloxy-2-methyl-4-pyrrolidin-1-yl-quinoline, product of example 1, dissolved in 750 ml of MeOH was treated with 4 g of palladium on charcoal (10%) and then hydrogenated at RT for 1.5 h until HPLC analysis indicated the completion of the reaction. The catalyst was filtered off, washed with water) and the solution was concentrated in vacuo. The solid that precipitated was collected by filtration and dried in a high vacuum to give 8.9 g (96.2%) of 2-methyl-4-pyrrolidin-1-... The reactants are O=Cc1ccc(Br)cc1, ClCCl, O=CC=P(c1ccccc1)(c1ccccc1)c1ccccc1. Product: O=CC=Cc1ccc(Br)cc1. As a reaction SMILES: [Br:1][c:2]1[cH:3][cH:4][c:5]([CH:6]=[O:7])[cH:8][cH:9]1.[CH2:32]([Cl:33])[Cl:34].[c:10]1([P:11]([c:12]2[cH:13][cH:14][cH:15][cH:16][cH:17]2)([c:18]2[cH:19][cH:20][cH:21][cH:22][cH:23]2)=[CH:29][CH:30]=[O:31])[cH:24][cH:25][cH:26][cH:27][cH:28]1>>[Br:1][c:2]1[cH:3][cH:4][c:5]([CH:6]=[CH:29][CH:30]=[O:31])[cH:8][cH:9]1. The reactants are COC(C)(C)C, [Li]CCCC, C1CCOC1, COC(=O)C1CCC(=O)CC1(C)C, [Na+], [OH-], c1cscn1. The product is COC(=O)C1CCC(O)(c2nccs2)CC1(C)C. As a reaction SMILES: [C:31]([O:32][CH3:33])([CH3:34])([CH3:35])[CH3:36].[CH2:19]([Li:20])[CH2:21][CH2:22][CH3:23].[CH2:26]1[O:27][CH2:28][CH2:29][CH2:30]1.[CH3:1][O:2][C:3](=[O:4])[CH:5]1[C:6]([CH3:12])([CH3:13])[CH2:7][C:8](=[O:11])[CH2:9][CH2:10]1.[Na+:25].[OH-:24].[cH:14]1[cH:15][s:16][cH:17][n:18]1>>[CH3:1][O:2][C:3](=[O:4])[CH:5]1[C:6]([CH3:12])([CH3:13])[CH2:7][C:8]([OH:11])([c:17]2[s:16][cH:15][cH:14][n:18]2)[CH2:9][CH2:10]1. The reactants are C(C(C)C)C1=NC2=CC=C(C=C2C(=C1CNC(OC(C)(C)C)=O)C1=CC=C(C=C1)C)OS(=O)(=O)C(F)(F)F (tert-butyl [2-isobutyl-4-(4-methylphenyl)-6-trifluoromethanesulfonyloxy-quinolin-3-yl]methylcarbamate), [B] (boron), complex, C(C)(=O)[O-].[K+] (potassium acetate), ClC=1SC=CN1 (2-chlorothiazole), C([O-])([O-])=O.[K+].[K+] (potassium carbonate). Reagents/catalysts: C1=CC=C(C=C1)P([C-]2C=CC=C2)C3=CC=CC=C3.C1=CC=C(C=C1)P([C-]2C=CC=C2)C3=CC=CC=C3.Cl[Pd]Cl.[Fe+2].ClCCl ([1,1′-bis(diphenylphosphino)ferrocene]dichloropalladium dichloromethane), C=1C=CC(=CC1)[P](C=2C=CC=CC2)(C=3C=CC=CC3)[Pd]([P](C=4C=CC=CC4)(C=5C=CC=CC5)C=6C=CC=CC6)([P](C=7C=CC=CC7)(C=8C=CC=CC8)C=9C=CC=CC9)[P](C=1C=CC=CC1)(C=1C=CC=CC1)C=1C=CC=CC1 (tetrakis(triphenylphosphine)palladium). Solvent: O (water), CS(=O)C (dimethyl sulfoxide), O (water), O (water), C1(=CC=CC=C1)C (toluene), C(C)O (ethanol). Run at temperature 100 celsius, time 2 hour. Product: C(C)(C)(C)OC(=O)NCC=1C(=NC2=CC=C(C=C2C1C1=CC=C(C=C1)C)C=1SC=C(N1)C(=O)OCC)CC(C)C (ethyl 2-[3-{[(tert-butoxycarbonyl)amino]methyl}-2-isobutyl-4-(4-methylphenyl)quinolin-6-yl]-1,3-thiazole-4-carboxylate). As a reaction SMILES: [CH2:1]([C:5]1[C:14]([CH2:15][NH:16][C:17](=[O:23])[O:18][C:19]([CH3:22])([CH3:21])[CH3:20])=[C:13]([C:24]2[CH:29]=[CH:28][C:27]([CH3:30])=[CH:26][CH:25]=2)[C:12]2[C:7](=[CH:8][CH:9]=[C:10](OS(C(F)(F)F)(=O)=O)[CH:11]=2)[N:6]=1)[CH:2]([CH3:4])[CH3:3].[B].[C:40]([O-])(=O)[CH3:41].[K+].Cl[C:46]1[S:47][CH:48]=[CH:49][N:50]=1.[C:51](=[O:54])([O-])[O-:52].[K+].[K+]>C1C=CC(P(C2C=CC=CC=2)[C-]2C=CC=C2)=CC=1.C1C=CC(P(C2C=CC=CC=2)[C-]2C=CC=C2)=CC=1.Cl[Pd]Cl.[Fe+2].ClCCl.C1C=CC([P]([Pd]([P](C2C=CC=CC=2)(C2C=CC=CC=2)C2C=CC=CC=2)([P](C2C=CC=CC=2)(C2C=CC=CC=2)C2C=CC=CC=2)[P](C2C=CC=CC=2)(C2C=CC=CC=2)C2C=CC=CC=2)(C2C=CC=CC=2)C2C=CC=CC=2)=CC=1.O.C1(C)C=CC=CC=1.C(O)C.CS(C)=O>[C:19]([O:18][C:17]([NH:16][CH2:15][C:14]1[C:5]([CH2:1][CH:2]([CH3:4])[CH3:3])=[N:6][C:7]2[C:12]([C:13]=1[C:24]1[CH:29]=[CH:28][C:27]([CH3:30])=[CH:26][CH:25]=1)=[CH:11][C:10]([C:46]1[S:47][CH:48]=[C:49]([C:51]([O:52][CH2:40][CH3:41])=[O:54])[N:50]=1)=[CH:9][CH:8]=2)=[O:23])([CH3:21])([CH3:20])[CH3:22] |f:2.3,5.6.7,8.9.10.11.12,^1:103,105,124,143|. Procedure: A mixture of tert-butyl [2-isobutyl-4-(4-methylphenyl)-6-trifluoromethanesulfonyloxy-quinolin-3-yl]methylcarbamate (2.76 g, 5.0 mmol), boron bispinacolate (1.52 g, 6.0 mmol), [1,1′-bis(diphenylphosphino)ferrocene]dichloropalladium-dichloromethane (1:1) complex (0.11 g, 0.15 mmol), potassium acetate (1.47 g, 7.5 mmol) and dimethyl sulfoxide (30 ml) was stirred under an argon atmosphere at 100° C. for 2 hrs. The reaction mixture was poured into water and extracted with ethyl acetate. The extract w... The reactants are CN1N=NC(=C1C1=CC(=C2C=CNC(C2=C1)=O)[N+](=O)[O-])C (7-(1,4-dimethyl-1H-1,2,3-triazol-5-yl)-5-nitroisoquinolin-1(2H)-one). The reagents and catalysts are [Ni] (Raney Nickel). Run in C(C)(C)O (isopropanol). Yields the product Sixteen, CN1N=NC(=C1C1=CC(=C2C=CNC(C2=C1)=O)[N+](=O)[O-])C (7-(1,4-dimethyl-1H-1,2,3-triazol-5-yl)-5-nitroisoquinolin-1(2H)-one), NC1=C2CCNC(C2=CC(=C1)C1=C(N=NN1C)C)=O (5-amino-7-(1,4-dimethyl-1H-1,2,3-triazol-5-yl)-3,4-dihydroisoquinolin-1(2H)-one). The yield is 26.0%. As a reaction SMILES: [CH3:1][N:2]1[C:6]([C:7]2[CH:16]=[C:15]3[C:10]([CH:11]=[CH:12][NH:13][C:14]3=[O:17])=[C:9]([N+:18]([O-:20])=[O:19])[CH:8]=2)=[C:5]([CH3:21])[N:4]=[N:3]1>[Ni].C(O)(C)C>[CH3:1][N:2]1[C:6]([C:7]2[CH:16]=[C:15]3[C:10]([CH:11]=[CH:12][NH:13][C:14]3=[O:17])=[C:9]([N+:18]([O-:20])=[O:19])[CH:8]=2)=[C:5]([CH3:21])[N:4]=[N:3]1.[NH2:18][C:9]1[CH:8]=[C:7]([C:6]2[N:2]([CH3:1])[N:3]=[N:4][C:5]=2[CH3:21])[CH:16]=[C:15]2[C:10]=1[CH2:11][CH2:12][NH:13][C:14]2=[O:17]. Procedure details: A solution of 7-(1,4-dimethyl-1H-1,2,3-triazol-5-yl)-5-nitroisoquinolin-1(2H)-one (293c, 1.0 g, 3.5 mmol) and Raney Nickel (6 g) in isopropanol (60 mL) in a sealed tube was heated at 110-120° C. for three days. Sixteen 1 g batches (16 g 293c total) were prepared by this method, and then combined for purification. The combined solutions were cooled to room temperature and filtered. The filtrate was concentrated under vacuum to ˜30 mL, causing a precipitate to form. The precipitate was collected b... Reactants: CN1C(CC[C@@]2(C3=C(CC[C@@H]12)C=C(C=C3)S)C)=O ((+)-(4aR)-(10bR)-4-methyl-8-mercapto-10b-methyl-1,2,3,4,4a,5,6,10b-octahydrobenzo[f]quinolin-3-one), C([O-])([O-])=O.[K+].[K+] (potassium carbonate), ClC1=NC2=CC=CC(=C2C=C1)[N+](=O)[O-] (2-chloro-5-nitroquinoline), CN(C=O)C (dimethylformamide). Solvent: C(C)(=O)OCC (ethyl acetate). Product: CN1C(CC[C@@]2(C3=C(CC[C@@H]12)C=C(C=C3)SC3=NC1=CC=CC(=C1C=C3)[N+](=O)[O-])C)=O ((+)-(4aR)-(10bR)-4-methyl-8-(5-nitro-2-quinolinylthio) -10b-methyl-1,2,3,4,4a, 5,6,10b-octahydrobenzo[f]quinolin-3-one). The yield is 55.7%. RXN SMILES: [CH3:1][N:2]1[C@H:11]2[C@@:6]([CH3:17])([C:7]3[CH:15]=[CH:14][C:13]([SH:16])=[CH:12][C:8]=3[CH2:9][CH2:10]2)[CH2:5][CH2:4][C:3]1=[O:18].C(=O)([O-])[O-].[K+].[K+].Cl[C:26]1[CH:35]=[CH:34][C:33]2[C:28](=[CH:29][CH:30]=[CH:31][C:32]=2[N+:36]([O-:38])=[O:37])[N:27]=1.CN(C)C=O>C(OCC)(=O)C>[CH3:1][N:2]1[C@H:11]2[C@@:6]([CH3:17])([C:7]3[CH:15]=[CH:14][C:13]([S:16][C:26]4[CH:35]=[CH:34][C:33]5[C:28](=[CH:29][CH:30]=[CH:31][C:32]=5[N+:36]([O-:38])=[O:37])[N:27]=4)=[CH:12][C:8]=3[CH2:9][CH2:10]2)[CH2:5][CH2:4][C:3]1=[O:18] |f:1.2.3|. Procedure: A 15 mL round bottom flask was charged with (+)-(4aR)-(10bR)-4-methyl-8-mercapto-10b-methyl-1,2,3,4,4a,5,6,10b-octahydrobenzo[f]quinolin-3-one (31 mg, 0.12 mmol), potassium carbonate (158 mg, 1.14 mmol), 2-chloro-5-nitroquinoline (30 mg, 0.14 mmol) and 1 mL of anhydrous dimethylformamide, fitted with a reflux condenser, and the stirred mixture was heated at 60°, under nitrogen, for 18 h. The mixture was cooled, diluted with ethyl acetate (75 mL) and washed with brine (2×25 mL). The combined orga... Reactants: CC(=O)Nc1ccc(B(O)O)cc1, O=C([O-])[O-], C1COCCO1, CCOCC, ClCCl, [Cs+], [Cs+], Fc1ccc(Nc2nn3c(I)cnc3s2)cc1, O. Product: CC(=O)Nc1ccc(-c2cnc3sc(Nc4ccc(F)cc4)nn23)cc1. Reaction SMILES: [C:18]([CH3:19])(=[O:20])[NH:21][c:22]1[cH:23][cH:24][c:25]([B:28]([OH:29])[OH:30])[cH:26][cH:27]1.[C:31](=[O:32])([O-:33])[O-:34].[CH2:38]1[O:39][CH2:40][CH2:41][O:42][CH2:43]1.[CH2:47]([O:48][CH2:49][CH3:50])[CH3:51].[Cl:44][CH2:45][Cl:46].[Cs+:35].[Cs+:36].[F:1][c:2]1[cH:3][cH:4][c:5]([NH:8][c:9]2[n:10][n:11]3[c:12]([s:13]2)[n:14][cH:15][c:16]3[I:17])[cH:6][cH:7]1.[OH2:37]>>[F:1][c:2]1[cH:3][cH:4][c:5]([NH:8][c:9]2[n:10][n:11]3[c:12]([s:13]2)[n:14][cH:15][c:16]3-[c:25]2[cH:24][cH:23][c:22]([NH:21][C:18]([CH3:19])=[O:20])[cH:27][cH:26]2)[cH:6][cH:7]1.